This data is from the Open Reaction Database (ORD), a public repository of structured organic reaction records. The task is: describe an organic reaction: reactants, conditions, products, and yield The reactants are [Cl-].[NH4+] (ammonium chloride), CC1=CC=C(C=C1)S(=O)(=O)O[C@@H]1[C@@H]2[C@H](OC1)[C@H](CO2)Br ((3S,3aS,6S,6aS)-6-bromohexahydrofuro[3,2-b]furan-3-yl 4-methylbenzenesulfonate), CO (methanol), N (ammonia). Reagents/catalysts: [Zn] (Zinc), [Zn] (Zinc). Solvent: O (water), CC(C)O (propan-2-ol), CC(C)O (propan-2-ol). Run at temperature 75 celsius, time 16 hour. Product: NC[C@@H](O)[C@H]1OCC=C1 ((R)-2-amino-1-((S)-2,5-dihydrofuran-2-yl)ethanol). Reaction SMILES: [Cl-].[NH4+:2].CC1C=CC(S([O:13][C@H:14]2[CH2:18]O[C@@H:16]3[C@@H:19](Br)[CH2:20][O:21][C@H:15]23)(=O)=O)=CC=1.N.CO>O.CC(O)C.[Zn]>[NH2:2][CH2:18][C@H:14]([C@@H:15]1[CH:16]=[CH:19][CH2:20][O:21]1)[OH:13] |f:0.1|. Procedure details: Zinc and ‘One-pot’ procedure. A solution of ammonium chloride (600 mg, 11.2 mmol) in water (7.5 mL) was added to a solution of bromotosylate (47) (3.0 g, 8.26 mmol) in propan-2-ol (15 mL) under argon. Zinc dust (600 mg, 9.2 mmol) was then added in portions over 4 minutes and the mixture was stirred for 16 hours before filtering the suspension through celite in vacuo. The filter cake was washed with diethyl ether (60 mL). Hydrochloric acid (1M, 60 mL) was added to the filtrate then the organic ph... The reactants are O=C1C(=O)N2CCCc3cccc1c32, O, O=[N+]([O-])O. Product: O=C1C(=O)N2CCCc3cc([N+](=O)[O-])cc1c32. Reaction SMILES: [C:5]1(=[O:18])[C:6](=[O:17])[N:7]2[CH2:8][CH2:9][CH2:10][c:11]3[cH:12][cH:13][cH:14][c:15]1[c:16]32.[OH2:19].[OH:1][N+:2]([O-:3])=[O:4]>>[O-:1][N+:2](=[O:4])[c:13]1[cH:12][c:11]2[c:16]3[c:15]([cH:14]1)[C:5](=[O:18])[C:6](=[O:17])[N:7]3[CH2:8][CH2:9][CH2:10]2. The product is C(C)(=O)N1C(C(N(C(=C1)C1=CC=CC=C1)CC(=O)N[C@H](C(O)C=1SC=CN1)CC1=CC=CC=C1)=O)C(C)C ((1RS,2S)-2-{(3RS)-4-Acetyl-3-isopropyl-2-oxo-6-phenyl-1,2,3,4-tetrahydropyrazin-1-yl}methylcarbonylamino-3-phenyl-1-(1,3-thiazol-2-yl)-1-propanol). Reaction SMILES: CN1CCOCC1.[C:8]([N:11]1[CH:16]=[C:15]([C:17]2[CH:22]=[CH:21][CH:20]=[CH:19][CH:18]=2)[N:14]([CH2:23][C:24](O)=[O:25])[C:13](=[O:27])[CH:12]1[CH:28]([CH3:30])[CH3:29])(=[O:10])[CH3:9].ClC(OCC(C)C)=O.Cl.[NH2:40][C@@H:41]([CH2:49][C:50]1[CH:55]=[CH:54][CH:53]=[CH:52][CH:51]=1)[CH:42]([C:44]1[S:45][CH:46]=[CH:47][N:48]=1)[OH:43]>O1CCCC1.CS(C)=O.O>[C:8]([N:11]1[CH:16]=[C:15]([C:17]2[CH:22]=[CH:21][CH:20]=[CH:19][CH:18]=2)[N:14]([CH2:23][C:24]([NH:40][C@@H:41]([CH2:49][C:50]2[CH:55]=[CH:54][CH:53]=[CH:52][CH:51]=2)[CH:42]([C:44]2[S:45][CH:46]=[CH:47][N:48]=2)[OH:43])=[O:25])[C:13](=[O:27])[CH:12]1[CH:28]([CH3:30])[CH3:29])(=[O:10])[CH3:9] |f:3.4|. Procedure details: N-Methylmorpholine (66.4 μl) is added to a solution of {(3RS)-4-acetyl-3-isopropyl-2-oxo-6-phenyl-1,2,3,4-tetrahydropyrazin-1-yl}acetic acid (162 mg, Reference compound No. 51-1) in tetrahydrofuran (2.5 ml). The mixture is cooled to −10° C., isobutyl chloroformate (65.4 μl) is added to the mixture, and the whole is stirred for 15 minutes. A mixed solution of (1RS,2S)-2-amino-3-phenyl-1-(1,3-thiazol-2-yl)-1-propanol hydrochloride (150 mg, Reference compound No. 10-2) and N-methylmorpholine (132.6... Run in O1CCCC1 (tetrahydrofuran), CS(=O)C (dimethyl sulfoxide), O (Water), O1CCCC1 (tetrahydrofuran). Reaction conditions: temperature -10 celsius, time 15 minute. Starting materials: CN1CCOCC1 (N-methylmorpholine), Cl.N[C@H](C(O)C=1SC=CN1)CC1=CC=CC=C1 ((1RS,2S)-2-amino-3-phenyl-1-(1,3-thiazol-2-yl)-1-propanol hydrochloride), CN1CCOCC1 (N-Methylmorpholine), C(C)(=O)N1C(C(N(C(=C1)C1=CC=CC=C1)CC(=O)O)=O)C(C)C ({(3RS)-4-acetyl-3-isopropyl-2-oxo-6-phenyl-1,2,3,4-tetrahydropyrazin-1-yl}acetic acid), ClC(=O)OCC(C)C (isobutyl chloroformate). Starting materials: crude mixture, [H-].[Na+] (Sodium hydride), C1(CCC1)N1CCC2=C(CC1)C=C(C=C2)O (3-Cyclobutyl-2,3,4,5-tetrahydro-1H-benzo[d]azepin-7-ol), ClC1=NC=C(C(=O)NC)C=C1 (6-chloro-N-methyl-nicotinamide). Solvent: CS(=O)C (dimethyl sulfoxide). Conditions: temperature 120 celsius, time 0.5 hour. Yields the product C1(CCC1)N1CCC2=C(CC1)C=C(C=C2)OC2=NC=C(C(=O)NC)C=C2 (6-(3-Cyclobutyl-2,3,4,5-tetrahydro-1H-benzo[d]azepin-7-yloxy)-N-methyl-nicotinamide). As a reaction SMILES: [H-].[Na+].[CH:3]1([N:7]2[CH2:13][CH2:12][C:11]3[CH:14]=[C:15]([OH:18])[CH:16]=[CH:17][C:10]=3[CH2:9][CH2:8]2)[CH2:6][CH2:5][CH2:4]1.Cl[C:20]1[CH:29]=[CH:28][C:23]([C:24]([NH:26][CH3:27])=[O:25])=[CH:22][N:21]=1>CS(C)=O>[CH:3]1([N:7]2[CH2:13][CH2:12][C:11]3[CH:14]=[C:15]([O:18][C:20]4[CH:29]=[CH:28][C:23]([C:24]([NH:26][CH3:27])=[O:25])=[CH:22][N:21]=4)[CH:16]=[CH:17][C:10]=3[CH2:9][CH2:8]2)[CH2:6][CH2:5][CH2:4]1 |f:0.1|. Procedure: Sodium hydride (60% disp. in mineral oil, 60 mg, 1.5 mmol) was added to a stirred solution of 3-cyclobutyl-2,3,4,5-tetrahydro-1H-benzo[d]azepin-7-ol (E3) (200 mg, 0.9 mmol) in dimethyl sulfoxide (10 ml). After 0.5 hours, 6-chloro-N-methyl-nicotinamide (D10) (400 mg, 2.5 mmol) was added and the reaction mixture was heated to 120° C. for 6 hours. The reaction was allowed to cool and the crude mixture was applied to a SCX ion exchange cartridge (Varian bond-elute, 10 g) and washed with methanol and... The reactants are CCCCOc1ncc(C#C[Si](C)(C)C)cc1-c1nc2c(CC)n(CCOC)nc2c(=O)[nH]1, CN(C)C=O, CCOC(C)=O, [F-], [K+]. The product is C#Cc1cnc(OCCCC)c(-c2nc3c(CC)n(CCOC)nc3c(=O)[nH]2)c1. As a reaction SMILES: [CH2:3]([CH2:4][CH2:5][CH3:6])[O:7][c:8]1[n:9][cH:10][c:11]([C:30]#[C:31][Si:32]([CH3:33])([CH3:34])[CH3:35])[cH:12][c:13]1-[c:14]1[nH:15][c:16](=[O:29])[c:17]2[c:18]([n:19]1)[c:20]([CH2:27][CH3:28])[n:21]([CH2:23][CH2:24][O:25][CH3:26])[n:22]2.[CH3:36][N:37]([CH3:38])[CH:39]=[O:40].[CH3:41][CH2:42][O:43][C:44](=[O:45])[CH3:46].[F-:1].[K+:2]>>[CH2:3]([CH2:4][CH2:5][CH3:6])[O:7][c:8]1[n:9][cH:10][c:11]([C:30]#[CH:31])[cH:12][c:13]1-[c:14]1[nH:15][c:16](=[O:29])[c:17]2[c:18]([n:19]1)[c:20]([CH2:27][CH3:28])[n:21]([CH2:23][CH2:24][O:25][CH3:26])[n:22]2. RXN SMILES: [C:1]([C:4]1[CH:16]=[CH:15][C:14]2[C:13]3[C:8](=[CH:9][C:10]([O:17][CH2:18][CH2:19][CH2:20][CH2:21][O:22][CH2:23][CH:24]=[CH2:25])=[CH:11][CH:12]=3)[CH2:7][C:6]=2[CH:5]=1)(=[O:3])C.Br[O-].[Na+].[OH-].[Na+].BrBr.S([O-])([O-])(=[O:35])=S.[Na+].[Na+].Cl>O.O1CCOCC1>[CH2:23]([O:22][CH2:21][CH2:20][CH2:19][CH2:18][O:17][C:10]1[CH:9]=[CH:8][C:13]2[C:14]3[C:6](=[CH:5][C:4]([C:1]([OH:35])=[O:3])=[CH:16][CH:15]=3)[CH2:7][C:12]=2[CH:11]=1)[CH:24]=[CH2:25] |f:1.2,3.4,6.7.8|. Procedure details: A dioxane (380 ml) solution of 2-acetyl-7-(4-allyloxybutyloxy)fluorene 22 g was cooled to 8° C. Sodium hypobromite prepared from water 209 ml, sodium hydroxide 42.7 g and bromine 15.2 ml was dropwise added thereto, and after finishing dropwise adding, the solution was stirred at 40° C. for 15 minutes. The reaction mixture was cooled to 10° C., and then a saturated sodium thiosulfate aqueous solution was added thereto. A solid matter deposited by acidifying the solution with hydrochloric acid was... The reactants are Br[O-].[Na+] (Sodium hypobromite), [OH-].[Na+] (sodium hydroxide), BrBr (bromine), C(C)(=O)C1=CC=2CC3=CC(=CC=C3C2C=C1)OCCCCOCC=C (2-acetyl-7-(4-allyloxybutyloxy)fluorene), S(=S)(=O)([O-])[O-].[Na+].[Na+] (sodium thiosulfate), Cl (hydrochloric acid). Run at temperature 40 celsius, time 15 minute. Solvent: O (water), O1CCOCC1 (dioxane). The product is C(C=C)OCCCCOC1=CC=2CC3=CC(=CC=C3C2C=C1)C(=O)O (2-(4-allyloxybutyloxy)fluorene-7-carboxylic acid).